From a dataset of the Open Reaction Database (ORD), a public repository of structured organic reaction records. describe an organic reaction: reactants, conditions, products, and yield Starting materials: COC1=CC2=C(C(=NO2)N2CCNCC2)C=C1 (6-methoxy-3-(1-piperazinyl)-1,2-benzisoxazole), ClC1=NC=NC(=C1)Cl (4,6-dichloropyrimidine), C([O-])(O)=O.[Na+] (sodium bicarbonate). The solvent is C(C)O (ethanol). Yields the product ClC1=CC=NC(=N1)N1CCN(CC1)C1=NOC2=C1C=CC(=C2)OC (3-[(4-(6-Chloropyrimidyl))piperazinyl]-6-methoxy-1,2-benzisoxazole). Isolated yield 97.1%. Reaction SMILES: [CH3:1][O:2][C:3]1[CH:17]=[CH:16][C:6]2[C:7]([N:10]3[CH2:15][CH2:14][NH:13][CH2:12][CH2:11]3)=[N:8][O:9][C:5]=2[CH:4]=1.[Cl:18][C:19]1[CH:24]=[C:23](Cl)[N:22]=[CH:21][N:20]=1.C(=O)(O)[O-].[Na+]>C(O)C>[Cl:18][C:19]1[N:20]=[C:21]([N:13]2[CH2:12][CH2:11][N:10]([C:7]3[C:6]4[CH:16]=[CH:17][C:3]([O:2][CH3:1])=[CH:4][C:5]=4[O:9][N:8]=3)[CH2:15][CH2:14]2)[N:22]=[CH:23][CH:24]=1 |f:2.3|. Reported procedure: A stirred solution of 6-methoxy-3-(1-piperazinyl)-1,2-benzisoxazole (1.0 g), 4,6-dichloropyrimidine (0.64 g) and sodium bicarbonate (1.08 g) were refluxed in absolute ethanol under N2 for 90 minutes. TLC (silica gel 2/1 acetone/heptane) showed no presence of starting material. The reaction was allowed to cool to room temperature, partitioned between CH2Cl2 and water, extracted with CH2Cl2, dried over MgSO4 and concentrated in vacuo to afford 1.44 g of material. The material was further purified ... The reactants are O1CC(C1)N (oxetan-3-amine), ice, ClC1=NC(=CC(=N1)Cl)COCC(F)(F)F (2,4-dichloro-6-((2,2,2-trifluoroethoxy)methyl)pyrimidine). The solvent is CO (MeOH), C(C)#N (acetonitrile). Run at time 8 hour. Product: ClC1=NC(=CC(=N1)NC1COC1)COCC(F)(F)F (2-Chloro-N-(oxetan-3-yl)-6-((2,2,2-trifluoroethoxy)methyl)pyrimidin-4-amine). Yield: 55.7%. RXN SMILES: [O:1]1[CH2:4][CH:3]([NH2:5])[CH2:2]1.[Cl:6][C:7]1[N:12]=[C:11](Cl)[CH:10]=[C:9]([CH2:14][O:15][CH2:16][C:17]([F:20])([F:19])[F:18])[N:8]=1>CO.C(#N)C>[Cl:6][C:7]1[N:12]=[C:11]([NH:5][CH:3]2[CH2:4][O:1][CH2:2]2)[CH:10]=[C:9]([CH2:14][O:15][CH2:16][C:17]([F:20])([F:18])[F:19])[N:8]=1. Procedure: A solution of oxetan-3-amine (77 mg, 1.06 mmol) in MeOH (2 mL) was added dropwise to an ice-cold solution of 2,4-dichloro-6-((2,2,2-trifluoroethoxy)methyl)pyrimidine (92 mg, 0.35 mmol) in acetonitrile (2 mL). The mixture stirred at rt overnight. The mixture was separated by preparative chromatography to give the title compound (58 mg, 55%). Reactants: O (water), [N+](=O)([O-])C1=C(OCCO)C=CC(=C1)[N+](=O)[O-] (2-(2′,4′-dinitrophenoxy)ethanol), [H][H] (hydrogen). Reagents/catalysts: [Pt] (platinum/carbon). The solvent is C(C)(C)O (isopropanol). Reaction conditions: temperature 20 celsius. The product is NC1=C(OCCO)C=CC(=C1)N (2-(2′,4′-diamino-phenoxy)ethanol). Isolated yield 127.9%. Reaction SMILES: [N+:1]([C:4]1[CH:13]=[C:12]([N+:14]([O-])=O)[CH:11]=[CH:10][C:5]=1[O:6][CH2:7][CH2:8][OH:9])([O-])=O.O.[H][H]>[Pt].C(O)(C)C>[NH2:1][C:4]1[CH:13]=[C:12]([NH2:14])[CH:11]=[CH:10][C:5]=1[O:6][CH2:7][CH2:8][OH:9]. Procedure: A 1 l autoclave reactor was filled with 120 g of 2-(2′,4′-dinitrophenoxy)ethanol, 3 g of a 1% platinum/carbon catalyst which included 50% water, and 400 ml of isopropanol. At a hydrogen pressure of 1 MPa and a temperature of 100° C., hydrogenation was carried out for 10 h. The system was then cooled to 20° C., and the reaction mixture was added dropwise under a nitrogen atmosphere through a filter into an initial charge of 240 g of 37% strength hydrochloric acid which had been previously flushed... The reactants are CCOC(=O)c1c(O)c2cc(Cl)ccc2n(Cc2ccccc2)c1=O, Cc1ccccc1, NC1CCCCC1, O. The product is O=C(NC1CCCCC1)c1c(O)c2cc(Cl)ccc2n(Cc2ccccc2)c1=O. As a reaction SMILES: [CH2:8]([O:10][C:11](=[O:9])[c:13]1[c:14](=[O:32])[n:15]([CH2:25][c:26]2[cH:27][cH:28][cH:29][cH:30][cH:31]2)[c:16]2[cH:17][cH:18][c:19]([Cl:24])[cH:20][c:21]2[c:22]1[OH:23])[CH3:12].[CH3:33][c:34]1[cH:35][cH:36][cH:37][cH:38][cH:39]1.[NH2:1][CH:2]1[CH2:3][CH2:4][CH2:5][CH2:6][CH2:7]1.[OH2:40]>>[NH:1]([CH:2]1[CH2:3][CH2:4][CH2:5][CH2:6][CH2:7]1)[C:11](=[O:10])[c:13]1[c:14](=[O:32])[n:15]([CH2:25][c:26]2[cH:27][cH:28][cH:29][cH:30][cH:31]2)[c:16]2[cH:17][cH:18][c:19]([Cl:24])[cH:20][c:21]2[c:22]1[OH:23]. Reactants: COC1=C(C=CC=C1)N1N=C(CC1=O)C (1-(2-methoxyphenyl)-3-methyl-2-pyrazolin-5-one), Br (hydrobromic acid). Run in C(C)(=O)O (acetic acid). Reaction conditions: time 6.5 hour. Product: OC1=C(C=CC=C1)N1N=C(CC1=O)C (1-(2-hydroxyphenyl)-3-methyl-2-pyrazolin-5-one). Isolated yield 71.0%. RXN SMILES: C[O:2][C:3]1[CH:8]=[CH:7][CH:6]=[CH:5][C:4]=1[N:9]1[C:13](=[O:14])[CH2:12][C:11]([CH3:15])=[N:10]1.Br>C(O)(=O)C>[OH:2][C:3]1[CH:8]=[CH:7][CH:6]=[CH:5][C:4]=1[N:9]1[C:13](=[O:14])[CH2:12][C:11]([CH3:15])=[N:10]1. Procedure: An amount of 1.80 g of 1-(2-methoxyphenyl)-3-methyl-2-pyrazolin-5-one was added into a mixture of 18 ml of 47% hydrobromic acid and 18 ml of acetic acid, and the mixture were refluxed under stirring for 6.5 hours. After evaporation of the solvent, an aqueous NaHCO3 solution was added to the residue to adjust to pH 4 and the mixture was extracted with ethyl acetate. The organic layer was dried and concentrated, followed by recrystallization of the residue from ethanol to give 1.19 g of 1-(2-hydro... Starting materials: COc1ccc2nccc(Br)c2n1, C#CCNC(=O)OC(C)(C)C, [Cu]I, CN(C)C=O, Cl[Pd]Cl, c1ccc(P(c2ccccc2)c2ccccc2)cc1, c1ccc(P(c2ccccc2)c2ccccc2)cc1. Yields the product COc1ccc2nccc(C#CCNC(=O)OC(C)(C)C)c2n1. RXN SMILES: [Br:12][c:13]1[cH:14][cH:15][n:16][c:17]2[cH:18][cH:19][c:20]([O:23][CH3:24])[n:21][c:22]12.[C:1](=[O:2])([O:3][C:4]([CH3:5])([CH3:6])[CH3:7])[NH:8][CH2:9][C:10]#[CH:11].[Cu:71][I:72].[O:25]=[CH:26][N:27]([CH3:28])[CH3:29].[Pd:30]([Cl:31])[Cl:32].[c:33]1([P:34]([c:35]2[cH:36][cH:37][cH:38][cH:39][cH:40]2)[c:41]2[cH:42][cH:43][cH:44][cH:45][cH:46]2)[cH:47][cH:48][cH:49][cH:50][cH:51]1.[c:52]1([P:53]([c:54]2[cH:55][cH:56][cH:57][cH:58][cH:59]2)[c:60]2[cH:61][cH:62][cH:63][cH:64][cH:65]2)[cH:66][cH:67][cH:68][cH:69][cH:70]1>>[C:1](=[O:2])([O:3][C:4]([CH3:5])([CH3:6])[CH3:7])[NH:8][CH2:9][C:10]#[C:11][c:13]1[cH:14][cH:15][n:16][c:17]2[cH:18][cH:19][c:20]([O:23][CH3:24])[n:21][c:22]12. Reactants: Cc1ccccc1C=O, CO, O=C(O)c1ccc2oc3c(c(=O)c2c1)CCC3. Product: Cc1ccccc1C=C1CCc2c1oc1ccc(C(=O)O)cc1c2=O. RXN SMILES: [CH3:18][c:19]1[c:20]([CH:21]=[O:22])[cH:23][cH:24][cH:25][cH:26]1.[CH3:27][OH:28].[O:1]=[c:2]1[c:3]2[c:4]([o:5][c:6]3[c:7]1[cH:8][c:9]([C:12](=[O:13])[OH:14])[cH:10][cH:11]3)[CH2:15][CH2:16][CH2:17]2>>[O:1]=[c:2]1[c:3]2[c:4]([o:5][c:6]3[c:7]1[cH:8][c:9]([C:12](=[O:13])[OH:14])[cH:10][cH:11]3)[C:15](=[CH:21][c:20]1[c:19]([CH3:18])[cH:26][cH:25][cH:24][cH:23]1)[CH2:16][CH2:17]2. Starting materials: N1=CN=C(C2=C1SC1=C2CCNC1)NC=1C=C(C=CC1)O (3-(5,6,7,8-Tetrahydropyrido[4′,3′:4,5]thieno[2,3-d]pyrimidin-4-ylamino)phenol), Cl.CN(C/C=C/C(=O)O)C ((2E)-4-(Dimethylamino)but-2-enoic acid hydrochloride). The product is CN(C/C=C/C(=O)N1CC2=C(C3=C(N=CN=C3NC=3C=C(C=CC3)O)S2)CC1)C (3-({7-[(2E)-4-(Dimethylamino)but-2-enoyl]-5,6,7,8-tetrahydropyrido[4′,3′:4,5]thieno[2,3-d]pyrimidin-4-yl}amino)phenol). As a reaction SMILES: [N:1]1[C:6]2[S:7][C:8]3[CH2:13][NH:12][CH2:11][CH2:10][C:9]=3[C:5]=2[C:4]([NH:14][C:15]2[CH:16]=[C:17]([OH:21])[CH:18]=[CH:19][CH:20]=2)=[N:3][CH:2]=1.Cl.[CH3:23][N:24]([CH3:31])[CH2:25]/[CH:26]=[CH:27]/[C:28](O)=[O:29]>>[CH3:23][N:24]([CH3:31])[CH2:25]/[CH:26]=[CH:27]/[C:28]([N:12]1[CH2:11][CH2:10][C:9]2[C:5]3[C:4]([NH:14][C:15]4[CH:16]=[C:17]([OH:21])[CH:18]=[CH:19][CH:20]=4)=[N:3][CH:2]=[N:1][C:6]=3[S:7][C:8]=2[CH2:13]1)=[O:29] |f:1.2|. Reported procedure: In analogy to Example 89, the title compound was prepared from 3-(5,6,7,8-tetrahydropyrido[4′,3′:4,5]thieno[2,3-d]pyrimidin-4-ylamino)phenol from Example 16A (52 mg, 0.18 mmol) and (2E)-4-(dimethylamino)but-2-enoic acid hydrochloride from Example 1A (41 mg, 0.25 mmol) to yield 7 mg (9%). Reactants: Cl (HCl), CC1=C(SC2=C1N=C(N=C2N2CCOCC2)C=2C=NC(=NC2)N)CN2CCNCC2 (5-(7-methyl-4-morpholino-6-(piperazin-1-ylmethyl)thieno[3,2-d]pyrimidin-2-yl)pyrimidin-2-amine), C(=O)(OC(C)(C)C)NCC(=O)O (Boc-Glycine), C(=O)(C(F)(F)F)O (TFA). Yields the product NCC(=O)N1CCN(CC1)CC1=C(C=2N=C(N=C(C2S1)N1CCOCC1)C=1C=NC(=NC1)N)C (2-amino-1-(4-((2-(2-aminopyrimidin-5-yl)-7-methyl-4-morpholinothieno[3,2-d]pyrimidin-6-yl)methyl)piperazin-1-yl)ethanone). Yield: 54.0%. Reaction SMILES: Cl.[CH3:2][C:3]1[C:7]2[N:8]=[C:9]([C:18]3[CH:19]=[N:20][C:21]([NH2:24])=[N:22][CH:23]=3)[N:10]=[C:11]([N:12]3[CH2:17][CH2:16][O:15][CH2:14][CH2:13]3)[C:6]=2[S:5][C:4]=1[CH2:25][N:26]1[CH2:31][CH2:30][NH:29][CH2:28][CH2:27]1.C([NH:39][CH2:40][C:41](O)=[O:42])(OC(C)(C)C)=O.C(O)(C(F)(F)F)=O>>[NH2:39][CH2:40][C:41]([N:29]1[CH2:30][CH2:31][N:26]([CH2:25][C:4]2[S:5][C:6]3[C:11]([N:12]4[CH2:13][CH2:14][O:15][CH2:16][CH2:17]4)=[N:10][C:9]([C:18]4[CH:19]=[N:20][C:21]([NH2:24])=[N:22][CH:23]=4)=[N:8][C:7]=3[C:3]=2[CH3:2])[CH2:27][CH2:28]1)=[O:42]. Reported procedure: Crude HCl salt of 5-(7-methyl-4-morpholino-6-(piperazin-1-ylmethyl)thieno[3,2-d]pyrimidin-2-yl)pyrimidin-2-amine (74 mg) was reacted with 60 mg Boc-Glycine via General Procedure B, treated with TFA and purified via reverse phase HPLC to yield 45.3 mg of 356 after reverse phase HPLC purification. MS (Q1) 484.3 (M)+.